This data is from the Open Reaction Database (ORD), a public repository of structured organic reaction records. The task is: describe an organic reaction: reactants, conditions, products, and yield RXN SMILES: [Cl:1][CH2:2][CH2:3][CH2:4][CH2:5][CH2:6][C@@H:7]1[CH2:24][C:23]2[C@H:18]([CH2:19][CH2:20][C:21](=[O:25])[CH:22]=2)[C@@H:17]2[C@@H:8]1[C@H:9]1[C@@:13]([CH2:15][CH2:16]2)([CH3:14])[C:12](=[O:26])[CH2:11][CH2:10]1.[Br-].[Li+].O.C(=O)(O)[O-].[Na+]>C(#N)C.[Cu]Br.C(OCC)(=O)C>[Cl:1][CH2:2][CH2:3][CH2:4][CH2:5][CH2:6][C@@H:7]1[CH2:24][C:23]2[CH:22]=[C:21]([OH:25])[CH:20]=[CH:19][C:18]=2[C@@H:17]2[C@@H:8]1[C@H:9]1[C@@:13]([CH2:15][CH2:16]2)([CH3:14])[C:12](=[O:26])[CH2:11][CH2:10]1 |f:1.2,4.5|. Solvent: C(C)(=O)OCC (ethyl acetate), C(C)#N (acetonitrile), C(C)#N (acetonitrile). The reagents and catalysts are [Cu]Br (copper(I) bromide). Procedure: 18.96 g of 7α-(5-chloropentyl)-estr-4-ene-3,17-dione is dissolved in 350 ml of anhydrous acetonitrile and mixed under inert gas at 80° C. with a solution of 4.36 g of lithium bromide and 22.5 g of copper(I) bromide in 390 ml of anhydrous acetonitrile. It is stirred for 5 more minutes, the mixture is cooled in an ice bath and mixed with water and ethyl acetate. The organic phase is shaken out with saturated sodium bicarbonate solution, the aqueous phase with ethyl acetate, the combined organic ph... Product: ClCCCCC[C@H]1[C@H]2[C@@H]3CCC([C@@]3(C)CC[C@@H]2C=2C=CC(=CC2C1)O)=O (7α-(5-chloropentyl)-3-hydroxy-estra-1,3,5(10)-trien-17-one). Isolated yield 53.0%. Starting materials: C([O-])(O)=O.[Na+] (sodium bicarbonate), O (water), ClCCCCC[C@H]1[C@H]2[C@@H]3CCC([C@@]3(C)CC[C@@H]2[C@H]2CCC(C=C2C1)=O)=O (7α-(5-chloropentyl)-estr-4-ene-3,17-dione), [Br-].[Li+] (lithium bromide). Starting materials: COC1=C(C=C(C=C1)[N+](=O)[O-])C1OCCO1 (2-(2-methoxy-5-nitrophenyl)-1,3-dioxolane). Reagents/catalysts: O=[Pt]=O (PtO2). The solvent is CO (methanol). Yields the product NC=1C=CC(=C(C1)C1OCCO1)OC (2-(5-amino-2-methoxyphenyl)-1,3-dioxolane). The yield is 104.2%. As a reaction SMILES: [CH3:1][O:2][C:3]1[CH:8]=[CH:7][C:6]([N+:9]([O-])=O)=[CH:5][C:4]=1[CH:12]1[O:16][CH2:15][CH2:14][O:13]1>CO.O=[Pt]=O>[NH2:9][C:6]1[CH:7]=[CH:8][C:3]([O:2][CH3:1])=[C:4]([CH:12]2[O:16][CH2:15][CH2:14][O:13]2)[CH:5]=1. Reported procedure: To a solution of 2-(2-methoxy-5-nitrophenyl)-1,3-dioxolane (1.00 g, 4.4 mmol) in methanol (45 ml) was added PtO2 (20 mg) as a catalyst. The resulted mixture was reacted with Parr Shaker (2.2 kg/cm2) for 1.5 hr. After removal of catalyst by filtration, the reaction mixture was evaporated in vacuo to give crude 2-(5-amino-2-methoxyphenyl)-1,3-dioxolane (894.6 mg, 100%) as a brown oil. The reactants are C(C1=CC=CC=C1)OC1=CC2=C(C=C(CO2)C2=CC=C(C=C2)OC)C=C1 (7-benzyloxy-3-(4-methoxyphenyl)-2H-1-benzopyran), B(Cl)(Cl)Cl (BCl3). Solvent: C(Cl)Cl (CH2Cl2), C(Cl)Cl (CH2Cl2). Conditions: time 10 minute. Yields the product OC1=CC2=C(C=C(CO2)C2=CC=C(C=C2)OC)C=C1 (7-hydroxy-3-(4-methoxyphenyl)-2H-1-benzopyran). Isolated yield 81.4%. As a reaction SMILES: C([O:8][C:9]1[CH:26]=[CH:25][C:12]2[CH:13]=[C:14]([C:17]3[CH:22]=[CH:21][C:20]([O:23][CH3:24])=[CH:19][CH:18]=3)[CH2:15][O:16][C:11]=2[CH:10]=1)C1C=CC=CC=1.B(Cl)(Cl)Cl>C(Cl)Cl>[OH:8][C:9]1[CH:26]=[CH:25][C:12]2[CH:13]=[C:14]([C:17]3[CH:22]=[CH:21][C:20]([O:23][CH3:24])=[CH:19][CH:18]=3)[CH2:15][O:16][C:11]=2[CH:10]=1. Reported procedure: To a stirred solution of compound 1 (0.2 g, 0.58 mmol) in dry CH2Cl2 (4 mL), a solution of BCl3 (1 M, 0.7 mL, 0.7 mmol) in CH2Cl2 was added dropwise at 0° C. under nitrogen. After stirring for 10 min, the mixture was quenched with ice water and a saturated NaHCO3 solution (10 mL), and then stirred for a further 20 min. After extraction with CH2Cl2 (15 mL×6), the organic layers were combined, washed with brine, and dried with anhydrous MgSO4. After filtration, the filtrate was concentrated in vac...